From a dataset of the Open Reaction Database (ORD), a public repository of structured organic reaction records. describe an organic reaction: reactants, conditions, products, and yield As a reaction SMILES: [BrH:41].[CH3:43][C:44](=[O:45])[OH:46].[Cl:1][c:2]1[cH:3][cH:4][c:5]([CH:8]([N:9]2[CH2:10][CH2:11][N:12]([S:15]([c:16]3[cH:17][cH:18][c:19]([CH3:20])[cH:21][cH:22]3)(=[O:23])=[O:24])[CH2:13][CH2:14]2)[c:25]2[cH:26][cH:27][cH:28][cH:29][cH:30]2)[cH:6][cH:7]1.[OH2:42].[OH:31][C:32]([c:33]1[cH:34][cH:35][c:36]([OH:37])[cH:38][cH:39]1)=[O:40]>>[Cl:1][c:2]1[cH:3][cH:4][c:5]([CH:8]([N:9]2[CH2:10][CH2:11][NH:12][CH2:13][CH2:14]2)[c:25]2[cH:26][cH:27][cH:28][cH:29][cH:30]2)[cH:6][cH:7]1. Yields the product Clc1ccc(C(c2ccccc2)N2CCNCC2)cc1. Starting materials: Br, CC(=O)O, Cc1ccc(S(=O)(=O)N2CCN(C(c3ccccc3)c3ccc(Cl)cc3)CC2)cc1, O, O=C(O)c1ccc(O)cc1.